Dataset: the Open Reaction Database (ORD), a public repository of structured organic reaction records. Task: describe an organic reaction: reactants, conditions, products, and yield The reactants are OCC1OC(c2ccc(Cl)c(Cc3ccc4c(c3)N(Cc3ccccc3)CCO4)c2)C(O)C(O)C1O, CO. Yields the product OCC1OC(c2ccc(Cl)c(Cc3ccc4c(c3)NCCO4)c2)C(O)C(O)C1O. RXN SMILES: [CH2:1]([c:2]1[cH:3][cH:4][cH:5][cH:6][cH:7]1)[N:8]1[CH2:9][CH2:10][O:11][c:12]2[c:13]1[cH:14][c:15]([CH2:18][c:19]1[cH:20][c:21]([CH:26]3[O:27][CH:28]([CH2:35][OH:36])[CH:29]([OH:34])[CH:30]([OH:33])[CH:31]3[OH:32])[cH:22][cH:23][c:24]1[Cl:25])[cH:16][cH:17]2.[CH3:37][OH:38]>>[NH:8]1[CH2:9][CH2:10][O:11][c:12]2[c:13]1[cH:14][c:15]([CH2:18][c:19]1[cH:20][c:21]([CH:26]3[O:27][CH:28]([CH2:35][OH:36])[CH:29]([OH:34])[CH:30]([OH:33])[CH:31]3[OH:32])[cH:22][cH:23][c:24]1[Cl:25])[cH:16][cH:17]2. The reactants are C(C1=CC=CO1)=[N+](C1C(C(NC(N1)=O)=O)(C(=O)OCC(C)C)F)[O-] (N-(furfurylidene)-(5-fluoro-5-isobutoxycarbonyl-1,2,3,4,5,6-hexahydro-2,4-dioxopyrimidine-6-yl)amine N-oxide), C(/C1=CC=CO1)=N\O ((E)-furfuraldoxime). Solvent: N1=CC=CC=C1.CC(=O)C (pyridine acetone). Conditions: time 51 hour. Yields the product FC1(C(NC(NC1O/N=C/C1=CC=CO1)=O)=O)C(=O)OCC(C)C (isobutyl 5-fluoro-6-[(E)-furfurylideneaminooxy]-1,2,3,4,5,6-hexahydro-2,4-dioxopyrimidine-5-carboxylate). Isolated yield 55.1%. Reaction SMILES: C(=[N+]([O-])[CH:8]1[NH:13][C:12](=[O:14])[NH:11][C:10](=[O:15])[C:9]1([F:23])[C:16]([O:18][CH2:19][CH:20]([CH3:22])[CH3:21])=[O:17])C1OC=CC=1.[CH:25](=[N:31]/[OH:32])\[C:26]1[O:30][CH:29]=[CH:28][CH:27]=1>N1C=CC=CC=1.CC(C)=O>[F:23][C:9]1([C:16]([O:18][CH2:19][CH:20]([CH3:21])[CH3:22])=[O:17])[CH:8]([O:32]/[N:31]=[CH:25]/[C:26]2[O:30][CH:29]=[CH:28][CH:27]=2)[NH:13][C:12](=[O:14])[NH:11][C:10]1=[O:15] |f:2.3|. Procedure: In 3 ml of pyridine-acetone (pyridine-acetone=2:1) were dissolved 341 mg (1 mmol) of N-(furfurylidene)-(5-fluoro-5-isobutoxycarbonyl-1,2,3,4,5,6-hexahydro-2,4-dioxopyrimidine-6-yl)amine N-oxide and 133 mg (1.2 mmol) of (E)-furfuraldoxime, and the solution was stirred at room temperature for 51 hours. The reaction solution was treated in the same manner as described in Example 9 to give 188 mg of isobutyl 5-fluoro-6-[(E)-furfurylideneaminooxy]-1,2,3,4,5,6-hexahydro-2,4-dioxopyrimidine-5-carboxyla... Reactants: C1CCOC1, O=C1CCN(Cc2ccccc2)CC1. The product is CC1(O)CCN(Cc2ccccc2)CC1. Reaction SMILES: [CH2:15]1[O:16][CH2:17][CH2:18][CH2:19]1.[CH2:1]([c:2]1[cH:3][cH:4][cH:5][cH:6][cH:7]1)[N:8]1[CH2:9][CH2:10][C:11](=[O:14])[CH2:12][CH2:13]1>>[CH2:1]([c:2]1[cH:3][cH:4][cH:5][cH:6][cH:7]1)[N:8]1[CH2:9][CH2:10][C:11]([OH:14])([CH3:15])[CH2:12][CH2:13]1. Reactants: ClCCl, O=[Cr](=O)([O-])Cl, COC(=O)c1ccc(CCC(CO)Cc2ccc(C(=O)OC)cc2)cc1, c1cc[nH+]cc1. The product is COC(=O)c1ccc(CCC(C=O)Cc2ccc(C(=O)OC)cc2)cc1. Reaction SMILES: [Cl:38][CH2:39][Cl:40].[O:1]=[Cr:2]([Cl:3])([O-:4])=[O:5].[OH:12][CH2:13][CH:14]([CH2:15][c:16]1[cH:17][cH:18][c:19]([C:20](=[O:21])[O:22][CH3:23])[cH:24][cH:25]1)[CH2:26][CH2:27][c:28]1[cH:29][cH:30][c:31]([C:32](=[O:33])[O:34][CH3:35])[cH:36][cH:37]1.[nH+:6]1[cH:7][cH:8][cH:9][cH:10][cH:11]1>>[O:12]=[CH:13][CH:14]([CH2:15][c:16]1[cH:17][cH:18][c:19]([C:20](=[O:21])[O:22][CH3:23])[cH:24][cH:25]1)[CH2:26][CH2:27][c:28]1[cH:29][cH:30][c:31]([C:32](=[O:33])[O:34][CH3:35])[cH:36][cH:37]1. Reactants: CN1CCCC1=O, O=C(O)Cc1ccc(Cl)c(F)c1, [H-], [Na+], OCc1ccccc1. Yields the product O=C(O)Cc1ccc(Cl)c(OCc2ccccc2)c1. Reaction SMILES: [CH3:23][N:24]1[CH2:25][CH2:26][CH2:27][C:28]1=[O:29].[Cl:1][c:2]1[c:3]([F:12])[cH:4][c:5]([CH2:8][C:9](=[O:10])[OH:11])[cH:6][cH:7]1.[H-:21].[Na+:22].[OH:13][CH2:14][c:15]1[cH:16][cH:17][cH:18][cH:19][cH:20]1>>[Cl:1][c:2]1[c:3]([O:13][CH2:14][c:15]2[cH:16][cH:17][cH:18][cH:19][cH:20]2)[cH:4][c:5]([CH2:8][C:9](=[O:10])[OH:11])[cH:6][cH:7]1.